The task is: describe an organic reaction: reactants, conditions, products, and yield. This data is from the Open Reaction Database (ORD), a public repository of structured organic reaction records. Starting materials: NCC(=O)OC(C)(C)C (tert-butyl 2-aminoacetate), N (ammonia), CO (methanol), C(=S)(N1C(C=CC=C1)=O)N1C(C=CC=C1)=O (1,1′-thiocarbonyldipyridin-2(1H)-one). The solvent is C(Cl)Cl (CH2Cl2). Run at time 18 hour. The product is N(C(=S)N)CC(=O)OC(C)(C)C (tert-Butyl 2-thioureidoacetate). As a reaction SMILES: [NH2:1][CH2:2][C:3]([O:5][C:6]([CH3:9])([CH3:8])[CH3:7])=[O:4].[C:10](N1C=CC=CC1=O)([N:12]1C=CC=CC1=O)=[S:11].N.CO>C(Cl)Cl>[NH:1]([CH2:2][C:3]([O:5][C:6]([CH3:9])([CH3:8])[CH3:7])=[O:4])[C:10]([NH2:12])=[S:11]. Reported procedure: To a magnetically stirred suspension of tert-butyl 2-aminoacetate (11.2 g, 85 mmol) in CH2Cl2 (200 mL) under nitrogen is added 1,1′-thiocarbonyldipyridin-2(1H)-one (21 g, 90 mmol) and the resulting mixture is stirred at room temp. for 18 h. The solvent is removed in vacuo, the residue treated with 2M ammonia in methanol (600 mL, 1200 mmol) and stirred at room temperature for 45 min. The solvent is removed in vacuo and dried under high vacuum to give the title compound as a reddish oil that is us...